The task is: describe an organic reaction: reactants, conditions, products, and yield. This data is from the Open Reaction Database (ORD), a public repository of structured organic reaction records. Starting materials: BrC1=CC=C(C=C1)N1CCN(CC1)CC1=CC=C(C=C1)[N+](=O)[O-] (1-(4-bromophenyl)- 4-(p-nitrobenzyl)piperazine). Reagents/catalysts: [Cl-].[Cl-].[Cl-].[Ti+3] (titanium trichloride). The product is BrC1=CC=C(C=C1)N1CCN(CC1)CC1=CC=C(C=C1)N (1-(4-bromophenyl)-4-[(4-aminophenyl)methyl]piperazine). Reaction SMILES: [Br:1][C:2]1[CH:7]=[CH:6][C:5]([N:8]2[CH2:13][CH2:12][N:11]([CH2:14][C:15]3[CH:20]=[CH:19][C:18]([N+:21]([O-])=O)=[CH:17][CH:16]=3)[CH2:10][CH2:9]2)=[CH:4][CH:3]=1>[Cl-].[Cl-].[Cl-].[Ti+3]>[Br:1][C:2]1[CH:3]=[CH:4][C:5]([N:8]2[CH2:9][CH2:10][N:11]([CH2:14][C:15]3[CH:20]=[CH:19][C:18]([NH2:21])=[CH:17][CH:16]=3)[CH2:12][CH2:13]2)=[CH:6][CH:7]=1 |f:1.2.3.4|. Procedure details: In the manner given in Example 1B, 1-(4-bromophenyl)- 4-(p-nitrobenzyl)piperazine is reduced with aqueous titanium trichloride to give 1-(4-bromophenyl)-4-[(4-aminophenyl)methyl]piperazine. Reactants: C1(=CC=C(C=C1)S(=O)(=O)O)C.NC1=C(C=C(OCC(=O)OC(C)(C)C)C=C1)C (t-butyl 4-amino-3-methylphenoxyacetate, p-toluenesulphonate salt), C(#N)C1=CC=C(C(=O)N=C=O)C=C1 (4-cyanobenzoyl isocyanate), C(C)(C)N(CC)C(C)C (diisopropylethylamine). Solvent: C(C)#N (acetonitrile). Conditions: time 8 hour. The product is C(#N)C1=CC=C(C(=O)NC(NC2=C(C=C(OCC(=O)OC(C)(C)C)C=C2)C)=O)C=C1 (t-butyl 4-[3-(4-cyanobenzoyl)ureido]-3-methylphenoxyacetate). Yield: 21.1%. As a reaction SMILES: C1(C)C=CC(S(O)(=O)=O)=CC=1.[NH2:12][C:13]1[CH:27]=[CH:26][C:16]([O:17][CH2:18][C:19]([O:21][C:22]([CH3:25])([CH3:24])[CH3:23])=[O:20])=[CH:15][C:14]=1[CH3:28].[C:29]([C:31]1[CH:41]=[CH:40][C:34]([C:35]([N:37]=[C:38]=[O:39])=[O:36])=[CH:33][CH:32]=1)#[N:30].C(N(C(C)C)CC)(C)C>C(#N)C>[C:29]([C:31]1[CH:32]=[CH:33][C:34]([C:35]([NH:37][C:38](=[O:39])[NH:12][C:13]2[CH:27]=[CH:26][C:16]([O:17][CH2:18][C:19]([O:21][C:22]([CH3:24])([CH3:25])[CH3:23])=[O:20])=[CH:15][C:14]=2[CH3:28])=[O:36])=[CH:40][CH:41]=1)#[N:30] |f:0.1|. Reported procedure: In a similar manner to Example 1, starting material step (a), the product of step (b) (2.9 g), 4-cyanobenzoyl isocyanate (1.23 g), diisopropylethylamine (1.23 ml) and acetonitrile (125 ml total) were reacted to give, after stirring at ambient temperature overnight, a solid, which was crystallised from acetonitrile/ether to give t-butyl 4-[3-(4-cyanobenzoyl)ureido]-3-methylphenoxyacetate (611 mg) as an off-white solid: NMR Spectrum (DMSO-d6) 1.44 (9H, s), 2.27 (3H, s), 4.61 (2H, s), 6.73 (1H, dd)... Starting materials: C#CCCN1CCCCC1, COc1ccc(C2CN(C)Cc3nc(Cl)ccc32)cc1, [Cu]I, CN(C)C=O, Cl[Pd]Cl, c1ccc(P(c2ccccc2)c2ccccc2)cc1, c1ccc(P(c2ccccc2)c2ccccc2)cc1, c1ccc(P(c2ccccc2)c2ccccc2)cc1. Product: COc1ccc(C2CN(C)Cc3nc(C#CCCN4CCCCC4)ccc32)cc1. RXN SMILES: [CH2:21]([CH2:22][C:23]#[CH:24])[N:25]1[CH2:26][CH2:27][CH2:28][CH2:29][CH2:30]1.[Cl:1][c:2]1[n:3][c:4]2[c:9]([cH:10][cH:11]1)[CH:8]([c:12]1[cH:13][cH:14][c:15]([O:18][CH3:19])[cH:16][cH:17]1)[CH2:7][N:6]([CH3:20])[CH2:5]2.[Cu:55][I:56].[O:50]=[CH:51][N:52]([CH3:53])[CH3:54].[Pd:57]([Cl:58])[Cl:59].[c:31]1([P:32]([c:33]2[cH:34][cH:35][cH:36][cH:37][cH:38]2)[c:39]2[cH:40][cH:41][cH:42][cH:43][cH:44]2)[cH:45][cH:46][cH:47][cH:48][cH:49]1.[c:60]1([P:61]([c:62]2[cH:63][cH:64][cH:65][cH:66][cH:67]2)[c:68]2[cH:69][cH:70][cH:71][cH:72][cH:73]2)[cH:74][cH:75][cH:76][cH:77][cH:78]1.[c:79]1([P:80]([c:81]2[cH:82][cH:83][cH:84][cH:85][cH:86]2)[c:87]2[cH:88][cH:89][cH:90][cH:91][cH:92]2)[cH:93][cH:94][cH:95][cH:96][cH:97]1>>[c:2]1([C:24]#[C:23][CH2:22][CH2:21][N:25]2[CH2:26][CH2:27][CH2:28][CH2:29][CH2:30]2)[n:3][c:4]2[c:9]([cH:10][cH:11]1)[CH:8]([c:12]1[cH:13][cH:14][c:15]([O:18][CH3:19])[cH:16][cH:17]1)[CH2:7][N:6]([CH3:20])[CH2:5]2.